Dataset: the Open Reaction Database (ORD), a public repository of structured organic reaction records. Task: describe an organic reaction: reactants, conditions, products, and yield Procedure: The process shown in Scheme 2 can be used for the preparation of compounds in Formula II, III and IV when R7 is not hydrogen and X is oxygen from same starting material 1-1 as shown in Scheme 1. The reaction of 2-hydroxy-1,4-naphthoquinone 1-1 with the appropriate allylbromide gives 2-allyloxy-1,4-naphthoquinone 2-2. Rearrangement of 2-2 in ethanol afford 2-hydroxy-3-allyl-1,4-naphthoquinone 2-3, which can be cyclized by sulfuric acid treatment to form orthonaphthoquinone 2-4. Oxidation of 2-4 w... Starting materials: OC=1C(C2=CC=CC=C2C(C1CC=C)=O)=O (2-hydroxy-3-allyl-1,4-naphthoquinone), S(O)(O)(=O)=O (sulfuric acid). Reaction SMILES: [OH:1][C:2]1[C:3](=[O:16])[C:4]2[C:9]([C:10](=O)[C:11]=1CC=C)=[CH:8][CH:7]=[CH:6][CH:5]=2.S(=O)(=O)(O)O>C(O)C>[CH:7]1[CH:8]=[C:9]2[CH:10]=[CH:11][C:2]([C:3](=[O:16])[C:4]2=[CH:5][CH:6]=1)=[O:1]. Yields the product C1=CC=C2C(=C1)C=CC(=O)C2=O (orthonaphthoquinone). The solvent is C(C)O (ethanol).